The task is: describe an organic reaction: reactants, conditions, products, and yield. This data is from the Open Reaction Database (ORD), a public repository of structured organic reaction records. Starting materials: O=C([O-])[O-], CN, CN1CCCC1=O, Nc1cc([N+](=O)[O-])ccc1F, [K+], [K+], O. Product: CNc1ccc([N+](=O)[O-])cc1N. RXN SMILES: [C:12](=[O:13])([O-:14])[O-:15].[CH3:18][NH2:19].[CH3:21][N:22]1[CH2:23][CH2:24][CH2:25][C:26]1=[O:27].[F:1][c:2]1[c:3]([NH2:4])[cH:5][c:6]([N+:9](=[O:10])[O-:11])[cH:7][cH:8]1.[K+:16].[K+:17].[OH2:20]>>[c:2]1([NH:19][CH3:18])[c:3]([NH2:4])[cH:5][c:6]([N+:9](=[O:10])[O-:11])[cH:7][cH:8]1.